Dataset: the Open Reaction Database (ORD), a public repository of structured organic reaction records. Task: describe an organic reaction: reactants, conditions, products, and yield Reactants: C(C)N1N=CC=2C1=NC(=C(C2NC2CCOCC2)CO)CC ([1,6-Diethyl-4-(tetrahydro-2H-pyran-4-ylamino)-1H-pyrazolo[3,4-b]pyridin-5-yl]methanol), C([O-])(O)=O.[Na+] (sodium bicarbonate), S(=O)(Cl)Cl (Thionyl chloride), [N-]=[N+]=[N-].[Na+] (sodium azide). The solvent is C1(=CC=CC=C1)C (toluene), CO (methanol), CS(=O)C (dimethylsulfoxide). Conditions: temperature 85 celsius, time 18 hour. Yields the product N(=[N+]=[N-])CC1=C(C2=C(N=C1CC)N(N=C2)CC)NC2CCOCC2 (5-(Azidomethyl)-1,6-diethyl-N-(tetrahydro-2H-pyran-4-yl)-1H-pyrazolo[3,4-b]pyridin-4-amine). Reaction SMILES: S(Cl)(Cl)=O.[CH2:5]([N:7]1[C:11]2=[N:12][C:13]([CH2:25][CH3:26])=[C:14]([CH2:23]O)[C:15]([NH:16][CH:17]3[CH2:22][CH2:21][O:20][CH2:19][CH2:18]3)=[C:10]2[CH:9]=[N:8]1)[CH3:6].[N-:27]=[N+:28]=[N-:29].[Na+].C(=O)(O)[O-].[Na+]>C1(C)C=CC=CC=1.CS(C)=O.CO>[N:27]([CH2:23][C:14]1[C:13]([CH2:25][CH3:26])=[N:12][C:11]2[N:7]([CH2:5][CH3:6])[N:8]=[CH:9][C:10]=2[C:15]=1[NH:16][CH:17]1[CH2:22][CH2:21][O:20][CH2:19][CH2:18]1)=[N+:28]=[N-:29] |f:2.3,4.5|. Reported procedure: Thionyl chloride (SOCl2, 50.37 ml, 82.11 g, 69 mmol) was added dropwise over 15 minutes to a suspension of [1,6-d]ethyl-4-(tetrahydro-2H-pyran-4-ylamino)-1H-pyrazolo[3,4-b]pyridin-5-yl]methanol (13.98 g, 46 mmol, e.g. which can optionally be as described in Intermediate 5) in toluene (140 ml) at room temperature. The mixture was then heated at reflux at about 85° C. for 4 hours, was allowed to cool, and then was evaporated to dryness and azeotroped with three further portions of toluene. The res... Starting materials: [OH-].[Na+] (sodium hydroxide), C(C)OC(C(C(=C)C(F)(F)F)C1=CC=C(C=C1)Cl)=O (ethyl-2-(4-chlorophenyl)-3(trifluoromethyl)-but-3-enoate). Run in O (water). The product is ClC1=CC=C(C=C1)C(C(=O)O)C(=C)C(F)(F)F (2-(4-chlorophenyl)-3-(trifluoromethyl)-but-3-enoic acid). As a reaction SMILES: [OH-].[Na+].C([O:5][C:6](=[O:21])[CH:7]([C:14]1[CH:19]=[CH:18][C:17]([Cl:20])=[CH:16][CH:15]=1)[C:8]([C:10]([F:13])([F:12])[F:11])=[CH2:9])C>O>[Cl:20][C:17]1[CH:16]=[CH:15][C:14]([CH:7]([C:8]([C:10]([F:11])([F:12])[F:13])=[CH2:9])[C:6]([OH:21])=[O:5])=[CH:19][CH:18]=1 |f:0.1|. Reported procedure: 15% Aqueous sodium hydroxide (3 ml) is added to a stirred solution of ethyl-2-(4-chlorophenyl)-3(trifluoromethyl)-but-3-enoate (0.3 g) and the mixture refluxed for 3 hours, cooled to room temperature, diluted with water (10 ml) and extracted with ether. The aqueous phase is acidified with 2N aqueous hydrochloric acid extracted with ether (×3), dried and the solvent evaporated under reduced pressure. Yield 0.25 g nD 1.4898. Reaction conditions: temperature 0 celsius, time 30 minute. Reactants: C(C(=O)OCC)(=O)OCC (diethyl oxalate), [Cl-].[NH4+] (ammonium chloride), C(CCC)[Li] (n-Butyllithium), C(C)(C)NC(C)C (diisopropylamine), FC=1C=NC=CC1I (3-fluoro-4-iodopyridine). Yields the product C(C)OC(C(=O)C1=C(C(=NC=C1)I)F)=O (Ethyl(3-fluoro-2-iodopyridin-4-yl)oxoacetate). Procedure details: n-Butyllithium (1.59M in hexane) (1.75 ml, 2.78 mmol) was added to a solution of diisopropylamine (390 μl, 2.78 mmol) in tetrahydrofuran (10 ml) at −78° C., and the mixture was warmed up to 0° C., then stirred for 30 minutes. The mixture was again cooled down to −78° C. A solution of 3-fluoro-4-iodopyridine (500 mg, 2.24 mmol) synthesized by the method of P. Rocca et. al. (Tetrahedron 49,49–64(1993)) in tetrahydrofuran (4 ml) was added to said mixture, and the resulting mixture was stirred for 1... Reaction SMILES: C([Li])CCC.C(N[CH:10]([CH3:12])[CH3:11])(C)C.[F:13][C:14]1C=NC=C[C:19]=1[I:20].[C:21](OCC)(=[O:27])[C:22]([O:24][CH2:25][CH3:26])=[O:23].[Cl-].[NH4+:32]>O1CCCC1>[CH2:25]([O:24][C:22](=[O:23])[C:21]([C:11]1[CH:10]=[CH:12][N:32]=[C:19]([I:20])[C:14]=1[F:13])=[O:27])[CH3:26] |f:4.5|. Run in O1CCCC1 (tetrahydrofuran), O1CCCC1 (tetrahydrofuran), O1CCCC1 (tetrahydrofuran). Starting materials: CN1CC=2N(CC1)C=C(N2)C=O (7-Methyl-5,6,7,8-tetrahydroimidazo[1,2-a]pyrazine-2-carbaldehyde), [Mg+2].[Br-].[Br-] (MgBr2), C(C)(=O)OC(C)=O (acetic anhydride), [N+](=O)([O-])C1=CC=C(COC(=O)C=2N3C([C@@H]([C@H]3SC2)Br)=O)C=C1 ((5R,6S)-6-bromo-7-oxo-4-thia-1-aza-bicyclo[3.2.0]hept-2-ene-2-carboxylic acid 4-nitro-benzyl ester). Run in C(C)#N (acetonitrile), C(C)(=O)OCC (ethyl acetate), C1CCOC1 (THF), CCN(CC)CC (Et3N). Reaction conditions: temperature -20 celsius, time 4.5 hour. Product: [N+](=O)([O-])C1=CC=C(COC(=O)C=2N3C(C([C@H]3SC2)(Br)C(C=2N=C3N(CCN(C3)C)C2)OC(C)=O)=O)C=C1 ((5R,6RS)-6-[(RS)-Acetoxy(7-methyl-5,6,7,8-tetrahydroimidazo[1,2-a]pyrazin-2-yl)methyl]-6-bromo-7-oxo-4-thia-1-azabicyclo[3.2.0]hept-2-ene-2-carboxylic acid 4-nitrobenzyl ester). As a reaction SMILES: [CH3:1][N:2]1[CH2:7][CH2:6][N:5]2[CH:8]=[C:9]([CH:11]=[O:12])[N:10]=[C:4]2[CH2:3]1.[Mg+2].[Br-].[Br-].[N+:16]([C:19]1[CH:37]=[CH:36][C:22]([CH2:23][O:24][C:25]([C:27]2[N:28]3[C@H:31]([S:32][CH:33]=2)[C@@H:30]([Br:34])[C:29]3=[O:35])=[O:26])=[CH:21][CH:20]=1)([O-:18])=[O:17].[C:38](OC(=O)C)(=[O:40])[CH3:39]>C(OCC)(=O)C.CCN(CC)CC.C1COCC1.C(#N)C>[N+:16]([C:19]1[CH:37]=[CH:36][C:22]([CH2:23][O:24][C:25]([C:27]2[N:28]3[C@H:31]([S:32][CH:33]=2)[C:30]([CH:11]([O:12][C:38](=[O:40])[CH3:39])[C:9]2[N:10]=[C:4]4[CH2:3][N:2]([CH3:1])[CH2:7][CH2:6][N:5]4[CH:8]=2)([Br:34])[C:29]3=[O:35])=[O:26])=[CH:21][CH:20]=1)([O-:18])=[O:17] |f:1.2.3|. Reported procedure: 7-Methyl-5,6,7,8-tetrahydroimidazo[1,2-a]pyrazine-2-carbaldehyde (1.19 g) was added to the dry acetonitrile (97 mL) solution of anhydrous MgBr2 (4.05 g) under a nitrogen atmosphere at room temperature. The dry THF solution (97 mL) of (5R,6S)-6-bromo-7-oxo-4-thia-1-aza-bicyclo[3.2.0]hept-2-ene-2-carboxylic acid 4-nitro-benzyl ester (3.32 g) was added to the mixture, cooled to −20° C., and Et3N (3.0 mL) was added in one portion. The reaction vessel was covered with foil to exclude light. The react... Starting materials: C1CCOC1, CC(C)CCON=O, CCOc1cc(C#N)c(N)cc1C(F)(F)F. Yields the product CCOc1cc(C#N)ccc1C(F)(F)F. Reaction SMILES: [CH2:25]1[O:26][CH2:27][CH2:28][CH2:29]1.[CH3:17][CH:18]([CH2:19][CH2:20][O:21][N:22]=[O:23])[CH3:24].[NH2:1][c:2]1[c:3]([C:4]#[N:5])[cH:6][c:7]([O:14][CH2:15][CH3:16])[c:8]([C:10]([F:11])([F:12])[F:13])[cH:9]1>>[cH:2]1[c:3]([C:4]#[N:5])[cH:6][c:7]([O:14][CH2:15][CH3:16])[c:8]([C:10]([F:11])([F:12])[F:13])[cH:9]1. The reactants are CNCc1cccc(Br)c1, O=C(O)c1cccc(S(=O)(=O)Cl)c1, ClCCl. Product: CN(Cc1cccc(Br)c1)S(=O)(=O)c1cccc(C(=O)O)c1. As a reaction SMILES: [Br:1][c:2]1[cH:3][c:4]([CH2:8][NH:9][CH3:10])[cH:5][cH:6][cH:7]1.[Cl:11][S:12](=[O:13])(=[O:14])[c:15]1[cH:16][c:17]([C:18](=[O:19])[OH:20])[cH:21][cH:22][cH:23]1.[Cl:24][CH2:25][Cl:26]>>[Br:1][c:2]1[cH:3][c:4]([CH2:8][N:9]([CH3:10])[S:12](=[O:13])(=[O:14])[c:15]2[cH:16][c:17]([C:18](=[O:19])[OH:20])[cH:21][cH:22][cH:23]2)[cH:5][cH:6][cH:7]1.